This data is from the Open Reaction Database (ORD), a public repository of structured organic reaction records. The task is: describe an organic reaction: reactants, conditions, products, and yield Reactants: BrBr (bromine), CC1=C(C=C(C2=C1C1(SCCS1)CCS2(=O)=O)C)C(=O)O (2,3-dihydro-5,8-dimethylspiro[4H-1-benzothiopyran4,2'-[1,3]dithiolane]-6-carboxylic acid 1,1-dioxide), S(=S)(=O)([O-])[O-].[Na+].[Na+] (sodium thiosulfate). The solvent is C(Cl)(Cl)Cl (chloroform), C(Cl)(Cl)Cl (chloroform). Run at temperature 0 celsius, time 2 hour. Product: CC1=CC(=C(C=2C3=C(CS(C21)(=O)=O)SCCS3)C)C(=O)O (2,3-dihydro-7,10-dimethyl-5H-1,4-dithiino[2,3-c][1]benzothiopyran-9-carboxylic acid 6,6-dioxide). Yield: 82.5%. Reaction SMILES: [CH3:1][C:2]1[C:7]2[C:8]3([CH2:13][CH2:14][S:15](=[O:17])(=[O:16])[C:6]=2[C:5]([CH3:18])=[CH:4][C:3]=1[C:19]([OH:21])=[O:20])[S:12][CH2:11][CH2:10][S:9]3.BrBr.S([O-])([O-])(=O)=S.[Na+].[Na+]>C(Cl)(Cl)Cl>[CH3:18][C:5]1[C:6]2[S:15](=[O:16])(=[O:17])[CH2:14][C:13]3[S:12][CH2:11][CH2:10][S:9][C:8]=3[C:7]=2[C:2]([CH3:1])=[C:3]([C:19]([OH:21])=[O:20])[CH:4]=1 |f:2.3.4|. Procedure details: A mixture of 0.50 g of the title compound of Step A in 200 mL of chloroform was cooled to 0° C. To this mixture was added a solution of 0.45 g of bromine in 35 mL of chloroform dropwise. The mixture was stirred at room temperature for 2 h and then 10% aqueous sodium thiosulfate solution was added. The organic layer was separated and dried over MgSO4, filtered, and concentrated under reduced pressure to dryness. The resulting residue was crystallized from 1-chlorobutane to yield 0.41 g of the tit... Reactants: C(CCC)[Li] (n-Butyllithium), [Si](C)(C)(C(C)(C)C)OCCCCCCC#C (8-(t-Butyldimethylsilyloxy)-1-octyne), COC1=CC=C2C(C(CSC2=C1)(C)C1=CC=C(C=C1)OC)=O (7-Methoxy-3-(4-methoxyphenyl)-3-methylthiochroman-4-one). Run in O1CCCC1 (tetrahydrofuran). Reaction conditions: temperature -10 celsius, time 1 hour. Yields the product [Si](C)(C)(C(C)(C)C)OCCCCCCC#CC1(C(CSC2=CC(=CC=C12)OC)(C)C1=CC=C(C=C1)OC)O (4-[8-(t-Butyldimethylsilyloxy)-1-octynyl]-4-hydroxy-7-methoxy-3-(4-methoxyphenyl}3-methylthiochroman). The yield is 870.1%. Reaction SMILES: [Si:1]([O:8][CH2:9][CH2:10][CH2:11][CH2:12][CH2:13][CH2:14][C:15]#[CH:16])([C:4]([CH3:7])([CH3:6])[CH3:5])([CH3:3])[CH3:2].C([Li])CCC.[CH3:22][O:23][C:24]1[CH:33]=[C:32]2[C:27]([C:28](=[O:43])[C:29]([C:35]3[CH:40]=[CH:39][C:38]([O:41][CH3:42])=[CH:37][CH:36]=3)([CH3:34])[CH2:30][S:31]2)=[CH:26][CH:25]=1>O1CCCC1>[Si:1]([O:8][CH2:9][CH2:10][CH2:11][CH2:12][CH2:13][CH2:14][C:15]#[C:16][C:28]1([OH:43])[C:27]2[C:32](=[CH:33][C:24]([O:23][CH3:22])=[CH:25][CH:26]=2)[S:31][CH2:30][C:29]1([C:35]1[CH:36]=[CH:37][C:38]([O:41][CH3:42])=[CH:39][CH:40]=1)[CH3:34])([C:4]([CH3:5])([CH3:6])[CH3:7])([CH3:3])[CH3:2]. Reported procedure: 8-(t-Butyldimethylsilyloxy)-1-octyne (12 g, 49.9 mmol) was dissolved in dry tetrahydrofuran (150 ml) under argon atmosphere and then cooled to −78C. 2.5M n-Butyllithium (18 ml, 44.9 mmol) was added dropwise thereto, and the mixture was warmed to −10° C. and stirred for 1 hour and then cooled to −78° C. 7-Methoxy-3-(4-methoxyphenyl)-3-methylthiochroman-4-one (860 mg,2.9 mmol) was added portionwise and then warmed to room temperature and stirred for 1.5 hour. The mixture was quenched by water. The... The reactants are C(C)#N (acetonitrile), C1CCCC2CCCCC12 (decaline), Cl (HCl), CN(C)C=1C=CC(=CC1)N=NC=2C=CC=CC2C(=O)O (methyl red), [Cl-].[NH4+] (ammonium chloride), CC[O-].[Na+] (sodium ethylate), Cl (hydrogen chloride), Cl (HCl), solution. The solvent is C(C)O (ethanol), C(C)O (ethanol), C(C)O (ethanol). Conditions: temperature -10 celsius, time 11 hour. The product is C(C)(OCC)(OCC)OCC (triethyl orthoacetate). Reaction SMILES: [C:1](#N)[CH3:2].Cl.CN(C1C=CC(N=NC2C=CC=C[C:21]=2[C:22]([OH:24])=[O:23])=CC=1)C.[CH3:25][CH2:26][O-:27].[Na+].[Cl-].[NH4+].[CH2:31]1C2C(CCCC2)CC[CH2:32]1>C(O)C>[C:22]([O:23][CH2:1][CH3:2])([O:24][CH2:31][CH3:32])([O:27][CH2:26][CH3:25])[CH3:21] |f:3.4,5.6|. Procedure details: 410 g (10 moles) of acetonitrile and 483 g (10.5 moles) of ethanol are dissolved in 900 g of decaline and the mixture is cooled to -10° C. With stirring, 383 g (10.5 moles) of anhydrous hydrogen chloride is introduced directly into the solution. The HCl introduction period amounts to 80 minutes, the temperature increasing, despite continued refrigeration, to +7° C. After completion of the HCl introduction, the temperature is raised to 30° C.; after 2.5 hours the imidoethyl ester hydrochloride cr... Reactants: C1=CC(=CN=C1)N=C=O (pyridine 3-isocyanate), C(C)(C)(C)C1=CC=C(CN)C=C1 (4-t-butylbenzylamine), CC(C)(C)C1=CC=C(C=C1)CN1C(N(C(CC1=O)=O)C=1C=NC=CC1)=O (1-{[4-(1,1-Dimethylethyl)phenyl]methyl}-3-(3-pyridinyl)-2,4,6(1H,3H,5H)-pyrimidinetrione), C(CC(=O)OCC)(=O)OCC (diethyl malonate), [O-]CC.[Na+] (sodium ethoxide), solution. The solvent is ClCCl (dichloromethane), C(C)(=O)OCC (ethyl acetate), C(C)O (ethanol). Run at time 8 hour. The product is CC(C)(C)C1=CC=C(C=C1)CN1C(N(C(=C(C1=O)C(=O)NCC(=O)O)O)C=1C=NC=CC1)=O (N-{[3-{[4-(1,1-Dimethylethyl)phenyl]methyl}-6-hydroxy-2,4-dioxo-1-(3-pyridinyl)-1,2,3,4-tetrahydro-5-pyrimidinyl]carbonyl}glycine). Yield: 19.0%. As a reaction SMILES: [CH3:1][C:2]([C:5]1[CH:10]=[CH:9][C:8]([CH2:11][N:12]2[C:17](=[O:18])[CH2:16][C:15](=[O:19])[N:14]([C:20]3[CH:21]=[N:22][CH:23]=[CH:24][CH:25]=3)[C:13]2=[O:26])=[CH:7][CH:6]=1)([CH3:4])[CH3:3].C1C=NC=C([N:33]=[C:34]=[O:35])C=1.C(C1C=CC(CN)=CC=1)(C)(C)C.C(OCC)(=O)[CH2:49][C:50]([O:52]CC)=[O:51].[O-]CC.[Na+]>ClCCl.C(O)C.C(OCC)(=O)C>[CH3:4][C:2]([C:5]1[CH:6]=[CH:7][C:8]([CH2:11][N:12]2[C:17](=[O:18])[C:16]([C:34]([NH:33][CH2:49][C:50]([OH:52])=[O:51])=[O:35])=[C:15]([OH:19])[N:14]([C:20]3[CH:21]=[N:22][CH:23]=[CH:24][CH:25]=3)[C:13]2=[O:26])=[CH:9][CH:10]=1)([CH3:1])[CH3:3] |f:4.5|. Reported procedure: 1-{[4-(1,1-Dimethylethyl)phenyl]methyl}-3-(3-pyridinyl)-2,4,6(1H,3H,5H)-pyrimidinetrione. A mixture of pyridine 3-isocyanate (622 mg, 5.18 mmoles) and 4-t-butylbenzylamine (912 uL, 5.18 mmoles) in dichloromethane (50 mL) was stirred overnight. The urea was purified by flash chromatography (ethyl acetate), taken up in methoxyethanol (10 mL), treated with diethyl malonate (1.0 mL, 6.58 mmoles) and sodium ethoxide (1.0 mL of a 21 molar solution in ethanol) and heated under reflux for 24 hours in an... Starting materials: [N+](=O)([O-])[O-].[Na+] (sodium nitrate), C(C)C1=CC=2C(=NC=C(C2O)C(=O)OCC)S1 (ethyl 2-ethyl-4-hydroxythieno[2,3-b]pyridine-5-carboxylate), ice water. The solvent is S(O)(O)(=O)=O (sulfuric acid), S(O)(O)(=O)=O (sulfuric acid). Run at time 1 hour. The product is C(C)C1=C(C=2C(=NC=C(C2O)C(=O)OCC)S1)[N+](=O)[O-] (Ethyl 2-ethyl-4-hydroxy-3-nitrothieno[2,3-b]pyridine-5-carboxylate). Isolated yield 81.0%. As a reaction SMILES: [CH2:1]([C:3]1[S:17][C:6]2=[N:7][CH:8]=[C:9]([C:12]([O:14][CH2:15][CH3:16])=[O:13])[C:10]([OH:11])=[C:5]2[CH:4]=1)[CH3:2].[N+:18]([O-])([O-:20])=[O:19].[Na+]>S(=O)(=O)(O)O>[CH2:1]([C:3]1[S:17][C:6]2=[N:7][CH:8]=[C:9]([C:12]([O:14][CH2:15][CH3:16])=[O:13])[C:10]([OH:11])=[C:5]2[C:4]=1[N+:18]([O-:20])=[O:19])[CH3:2] |f:1.2|. Procedure: A solution of ethyl 2-ethyl-4-hydroxythieno[2,3-b]pyridine-5-carboxylate (1.0 g, 4.0 mmol) in conc. sulfuric acid (10 ml) was cooled to -5° C. and a solution of sodium nitrate (370 mg, 4.3 mmol) in conc. sulfuric acid (5 ml) was added dropwise to the chilled solution. The reaction mixture was stirred at -3° C. to -5° C. for 1 hour and poured into ice-water. The precipitated product was collected by filtration and washed with cold water and then ethanol. The resulting precipitate was dissolved in... Reactants: FC1=C(C(=O)OC)C=CC(=C1)SC (methyl 2-fluoro-4-methylsulphenylbenzoate), C[S-].[Na+] (sodium thiomethoxide). Run in CN(C=O)C (N,N-dimethylformamide). Reaction conditions: temperature 50 celsius, time 18 hour. Product: CSC1=C(C(=O)OC)C=CC(=C1)SC (methyl 2-methylsulphenyl-4-methylsulphenylbenzoate). Yield: 44.7%. Reaction SMILES: F[C:2]1[CH:11]=[C:10]([S:12][CH3:13])[CH:9]=[CH:8][C:3]=1[C:4]([O:6][CH3:7])=[O:5].[CH3:14][S-:15].[Na+]>CN(C)C=O>[CH3:14][S:15][C:2]1[CH:11]=[C:10]([S:12][CH3:13])[CH:9]=[CH:8][C:3]=1[C:4]([O:6][CH3:7])=[O:5] |f:1.2|. Reported procedure: A mixture of methyl 2-fluoro-4-methylsulphenylbenzoate (4.1 g), sodium thiomethoxide (1.48 g) and N,N-dimethylformamide (16 ml) was stirred at 50° C. for 18 hours, poured onto water and extracted (ethyl acetate). The extract was washed (water), dried (magnesium sulphate) and evaporated to give methyl 2-methylsulphenyl-4-methylsulphenylbenzoate (2.09 g) as an orange oil, NMR (CDCl3) 2.0 (s,3H), 2.4 (s,3H), 3.65 (s,2H), 3.9 (s,3H), 7.05 (dd,1H), 7.15 (d,1H), 7.9 (d,1H). Reactants: FC(F)c1cc(-c2ccc(C(F)(F)F)cc2)nc(-c2cccc(Br)c2)n1, CC1(C)OB(c2ccc(N)nc2)OC1(C)C. The product is Nc1ccc(-c2cccc(-c3nc(-c4ccc(C(F)(F)F)cc4)cc(C(F)F)n3)c2)cn1. RXN SMILES: [Br:1][c:2]1[cH:3][c:4](-[c:8]2[n:9][c:10](-[c:17]3[cH:18][cH:19][c:20]([C:23]([F:24])([F:25])[F:26])[cH:21][cH:22]3)[cH:11][c:12]([CH:14]([F:15])[F:16])[n:13]2)[cH:5][cH:6][cH:7]1.[NH2:27][c:28]1[n:29][cH:30][c:31]([B:34]2[O:35][C:36]([CH3:37])([CH3:38])[C:39]([CH3:40])([CH3:41])[O:42]2)[cH:32][cH:33]1>>[c:2]1(-[c:31]2[cH:30][n:29][c:28]([NH2:27])[cH:33][cH:32]2)[cH:3][c:4](-[c:8]2[n:9][c:10](-[c:17]3[cH:18][cH:19][c:20]([C:23]([F:24])([F:25])[F:26])[cH:21][cH:22]3)[cH:11][c:12]([CH:14]([F:15])[F:16])[n:13]2)[cH:5][cH:6][cH:7]1. The reactants are OC1=C2C(=NC=C1C(=O)C1=CC=CC=C1)N(N=C2)C2=CC=CC=C2 ((4-hydroxy-1-phenyl-1H-pyrazolo[3,4-b]pyridin-5-yl)(phenyl)methanone), P(=O)(Cl)(Cl)Cl (phosphorus oxychloride), [OH-].[Na+] (sodium hydroxide). Conditions: temperature 110 celsius, time 1.5 hour. The product is ClC1=C2C(=NC=C1C(=O)C1=CC=CC=C1)N(N=C2)C2=CC=CC=C2 ((4-chloro-1-phenyl-1H-pyrazolo[3,4-b]pyridin-5-yl)(phenyl)methanone). The yield is 66.0%. As a reaction SMILES: O[C:2]1[C:7]([C:8]([C:10]2[CH:15]=[CH:14][CH:13]=[CH:12][CH:11]=2)=[O:9])=[CH:6][N:5]=[C:4]2[N:16]([C:19]3[CH:24]=[CH:23][CH:22]=[CH:21][CH:20]=3)[N:17]=[CH:18][C:3]=12.P(Cl)(Cl)([Cl:27])=O.[OH-].[Na+]>>[Cl:27][C:2]1[C:7]([C:8]([C:10]2[CH:15]=[CH:14][CH:13]=[CH:12][CH:11]=2)=[O:9])=[CH:6][N:5]=[C:4]2[N:16]([C:19]3[CH:24]=[CH:23][CH:22]=[CH:21][CH:20]=3)[N:17]=[CH:18][C:3]=12 |f:2.3|. Procedure details: A mixture of (4-hydroxy-1-phenyl-1H-pyrazolo[3,4-b]pyridin-5-yl)(phenyl)methanone (0.38 g, 1.2 mmol) and phosphorus oxychloride (1.3 mL) was stirred at 110° C. for 1.5 hr. The mixture was cooled, poured onto ice, basified with sodium hydroxide aqueous solution to pH=8, and extracted with ethyl acetate. Combined extracts were dried (Na2SO4) and concentrated. Flash chromatography gave (4-chloro-1-phenyl-1H-pyrazolo[3,4-b]pyridin-5-yl)(phenyl)methanone (0.26 g, 0.79 mmol, 66% yield) as a yellow sol...